Dataset: the Open Reaction Database (ORD), a public repository of structured organic reaction records. Task: describe an organic reaction: reactants, conditions, products, and yield The reactants are NC1=CC=C(C=C1)C=1C(CC(NN1)=O)C (6-(p-aminophenyl)-4,5-dihydro-5-methyl-3(2H)-pyridazinone), COCC(=O)Cl (methoxyacetyl chloride). The solvent is O1CCCC1 (tetrahydrofuran). Yields the product COCC(=O)NC1=CC=C(C=C1)C=1C(CC(NN1)=O)C (6-[p-(methoxyacetylamino)-phenyl]-4,5-dihydro-5-methyl-3(2H)-pyridazinone). Isolated yield 44.3%. Reaction SMILES: [NH2:1][C:2]1[CH:7]=[CH:6][C:5]([C:8]2[CH:9]([CH3:15])[CH2:10][C:11](=[O:14])[NH:12][N:13]=2)=[CH:4][CH:3]=1.[CH3:16][O:17][CH2:18][C:19](Cl)=[O:20]>O1CCCC1>[CH3:16][O:17][CH2:18][C:19]([NH:1][C:2]1[CH:7]=[CH:6][C:5]([C:8]2[CH:9]([CH3:15])[CH2:10][C:11](=[O:14])[NH:12][N:13]=2)=[CH:4][CH:3]=1)=[O:20]. Procedure details: 6.0 g (29.5 millimoles) of 6-(p-aminophenyl)-4,5-dihydro-5-methyl-3(2H)-pyridazinone and 3.9 g (35.9 millimoles) of methoxyacetyl chloride in 150 ml of absolute tetrahydrofuran were refluxed for 2 hours, while stirring. The product was filtered off under suction at 10° C., washed with water and recrystallized from dimethylformamide/water. 3.6 g (44%) of 6-[p-(methoxyacetylamino)-phenyl]-4,5-dihydro-5-methyl-3(2H)-pyridazinone were obtained as colorless crystals. Mp.: 212° C. As a reaction SMILES: [C:32](=[O:33])([O-:34])[O-:35].[CH3:49][N:50]([CH3:51])[CH:52]=[O:53].[CH3:54][OH:55].[CH:1]1([C:4](=[O:5])[C:6]2=[C:11]([CH3:12])[N:10]([c:13]3[cH:14][c:15]([C:19]([F:20])([F:21])[F:22])[cH:16][cH:17][cH:18]3)[C:9](=[O:23])[NH:8][CH:7]2[c:24]2[cH:25][cH:26][c:27]([C:28]#[N:29])[cH:30][cH:31]2)[CH2:2][CH2:3]1.[Cl:38][CH2:39][c:40]1[cH:41][cH:42][c:43]([C:45](=[O:46])[O:47][CH3:48])[o:44]1.[K+:36].[K+:37]>>[CH:1]1([C:4](=[O:5])[C:6]2=[C:11]([CH3:12])[N:10]([c:13]3[cH:14][c:15]([C:19]([F:20])([F:21])[F:22])[cH:16][cH:17][cH:18]3)[C:9](=[O:23])[N:8]([CH2:39][c:40]3[cH:41][cH:42][c:43]([C:45](=[O:46])[O:47][CH3:48])[o:44]3)[CH:7]2[c:24]2[cH:25][cH:26][c:27]([C:28]#[N:29])[cH:30][cH:31]2)[CH2:2][CH2:3]1. The product is COC(=O)c1ccc(CN2C(=O)N(c3cccc(C(F)(F)F)c3)C(C)=C(C(=O)C3CC3)C2c2ccc(C#N)cc2)o1. Starting materials: O=C([O-])[O-], CN(C)C=O, CO, CC1=C(C(=O)C2CC2)C(c2ccc(C#N)cc2)NC(=O)N1c1cccc(C(F)(F)F)c1, COC(=O)c1ccc(CCl)o1, [K+], [K+]. Reactants: O (Water), BrC=1SC=C(N1)C1=C(C(=CC=C1)F)F (2-bromo-4-(2,3-difluorophenyl)-1,3-thiazole), N1(CCNCC1)C(=O)OC(C)(C)C (tert-butyl piperazine-1-carboxylate), C([O-])([O-])=O.[K+].[K+] (potassium carbonate). The solvent is CN(C=O)C (dimethylformamide). Product: FC1=C(C=CC=C1F)C=1N=C(SC1)N1CCN(CC1)C(=O)OC(C)(C)C (tert-Butyl 4-[4-(2,3-difluorophenyl)-1,3-thiazol-2-yl]piperazine-1-carboxylate). Yield: 45.1%. As a reaction SMILES: Br[C:2]1[S:3][CH:4]=[C:5]([C:7]2[CH:12]=[CH:11][CH:10]=[C:9]([F:13])[C:8]=2[F:14])[N:6]=1.[N:15]1([C:21]([O:23][C:24]([CH3:27])([CH3:26])[CH3:25])=[O:22])[CH2:20][CH2:19][NH:18][CH2:17][CH2:16]1.C(=O)([O-])[O-].[K+].[K+].O>CN(C)C=O>[F:14][C:8]1[C:9]([F:13])=[CH:10][CH:11]=[CH:12][C:7]=1[C:5]1[N:6]=[C:2]([N:18]2[CH2:17][CH2:16][N:15]([C:21]([O:23][C:24]([CH3:27])([CH3:26])[CH3:25])=[O:22])[CH2:20][CH2:19]2)[S:3][CH:4]=1 |f:2.3.4|. Procedure: A solution of 2-bromo-4-(2,3-difluorophenyl)-1,3-thiazole (6.74 g, 24.4 mmol), tert-butyl piperazine-1-carboxylate (9.09 g, 48.4 mmol) and potassium carbonate (3.37 g, 24.4 mmol) in dimethylformamide (80 ml) was stirred at 120° C. for 13 hours. Water was poured to the reaction mixture, and the mixture was extracted with ethyl acetate. The extract was washed with water, and dried over anhydrous magnesium sulfate, and the solvent was distilled off under reduced pressure. Hexane was added to the re... Reactants: B(Br)(Br)Br (BBr3), [OH-].[Na+] (NaOH), C(C1=CC=CC=C1)OC(CC(CNC(=O)OCC1=CC=CC=C1)S(NC1CCN(CC1)C(C)C)(=O)=O)=O (4-Benzyloxycarbonylamino-3-(1-isopropyl-piperidin-4-ylsulfamoyl)-butyric acid benzyl ester). The reagents and catalysts are O (water). Solvent: ClCCl (dichloromethane), ClCCl (dichloromethane). Product: NCC(CC(=O)O)S(NC1CCN(CC1)C(C)C)(=O)=O (4-amino-3-(1-isopropyl-piperidin-4-ylsulfamoyl)-butyric acid). As a reaction SMILES: C([O:8][C:9](=[O:37])[CH2:10][CH:11]([S:24](=[O:36])(=[O:35])[NH:25][CH:26]1[CH2:31][CH2:30][N:29]([CH:32]([CH3:34])[CH3:33])[CH2:28][CH2:27]1)[CH2:12][NH:13]C(OCC1C=CC=CC=1)=O)C1C=CC=CC=1.B(Br)(Br)Br.[OH-].[Na+]>ClCCl.O>[NH2:13][CH2:12][CH:11]([S:24](=[O:36])(=[O:35])[NH:25][CH:26]1[CH2:27][CH2:28][N:29]([CH:32]([CH3:34])[CH3:33])[CH2:30][CH2:31]1)[CH2:10][C:9]([OH:37])=[O:8] |f:2.3|. Procedure: 24 mg (0.04 mmol) 4-Benzyloxycarbonylamino-3-(1-isopropyl-piperidin-4-ylsulfamoyl)-butyric acid benzyl ester were dissolved in 3 ml dichloromethane. At 0° C., 0.1 ml of a 1 M BBr3-solution in dichloromethane were added and the reaction mixture was allowed to warm to room temperature. After 24 h a few drops of water and 0.3 ml of a 1 M aqueous NaOH-solution were added. The mixture was concentrated under reduced pressure. The residue was taken up in DMF and filtered in order to get rid of salts. T... The reactants are BrC=1C=NN(C1C)CC1(CCCCC1)OCC=O (2-(1-((4-bromo-5-methyl-1H-pyrazol-1-yl)methyl)cyclohexyloxy)acetaldehyde), CC(C)=CC (2-methyl-2-butene), [NH4+].[Cl-] (NH4Cl), [O-]Cl=O.[Na+] (NaClO2), NaH2PO4. Solvent: C(C)(C)(C)O (t-butanol), O1CCCC1 (tetrahydrofuran), O (water). The product is BrC=1C=NN(C1C)CC1(CCCCC1)OCC(=O)O (2-(1-((4-bromo-5-methyl-1H-pyrazol-1-yl)methyl)cyclohexyloxy)acetic acid). RXN SMILES: [Br:1][C:2]1[CH:3]=[N:4][N:5]([CH2:8][C:9]2([O:15][CH2:16][CH:17]=[O:18])[CH2:14][CH2:13][CH2:12][CH2:11][CH2:10]2)[C:6]=1[CH3:7].CC(=CC)C.[O-:24]Cl=O.[Na+].[NH4+].[Cl-]>C(O)(C)(C)C.O1CCCC1.O>[Br:1][C:2]1[CH:3]=[N:4][N:5]([CH2:8][C:9]2([O:15][CH2:16][C:17]([OH:24])=[O:18])[CH2:14][CH2:13][CH2:12][CH2:11][CH2:10]2)[C:6]=1[CH3:7] |f:2.3,4.5|. Procedure details: To a solution of EXAMPLE 174A (3.15 g) in t-butanol (200 mL) and tetrahydrofuran (50 mL) was added 2-methyl-2-butene (8 mL). The mixture was allowed to stir in an ice bath. NaClO2 (1.2 g) and NaH2PO4 (3 g) were dissolved into water (75 mL), and the solution was added to the mixture. The mixture was allowed to stir in an ice bath for 15 minutes, and then stirred at room temperature for 12 hours. NH4Cl was added, the mixture was extracted with ethyl acetate, and the organic layer was washed with b...